From a dataset of the Open Reaction Database (ORD), a public repository of structured organic reaction records. describe an organic reaction: reactants, conditions, products, and yield Starting materials: CC(=O)O, [Cl-], O=Cc1ccc([N+](=O)[O-])cc1, CCc1n(N)cc[n+]1N=Cc1ccc(N(C)C)cc1. The product is [Cl-], CCc1n(N=Cc2ccc([N+](=O)[O-])cc2)cc[n+]1N=Cc1ccc(N(C)C)cc1. RXN SMILES: [CH3:32][C:33](=[O:34])[OH:35].[Cl-:12].[N+:1](=[O:2])([O-:3])[c:4]1[cH:5][cH:6][c:7]([CH:8]=[O:9])[cH:10][cH:11]1.[NH2:13][n:14]1[c:15]([CH2:30][CH3:31])[n+:16]([N:19]=[CH:20][c:21]2[cH:22][cH:23][c:24]([N:27]([CH3:28])[CH3:29])[cH:25][cH:26]2)[cH:17][cH:18]1>>[Cl-:12].[N+:1](=[O:2])([O-:3])[c:4]1[cH:5][cH:6][c:7]([CH:8]=[N:13][n:14]2[c:15]([CH2:30][CH3:31])[n+:16]([N:19]=[CH:20][c:21]3[cH:22][cH:23][c:24]([N:27]([CH3:28])[CH3:29])[cH:25][cH:26]3)[cH:17][cH:18]2)[cH:10][cH:11]1. Starting materials: C(C1=CC=CC=C1)N1CC(CC1)N (1-benzylpyrrolidine-3-amine), Cl.C(C)N=C=NCCCN(C)C (1-Ethyl-(3-dimethylaminopropyl) carbodiimide hydrochloride), C(=O)C1=C(C(=C(N1)C)C(=O)O)C (5-formyl-2,4-dimethyl-1H-pyrrole-3-formic acid), ON1N=NC2=C1C=CC=C2 (1-hydroxybenzotriazole), saturated salt. Product: C(C1=CC=CC=C1)N1CC(CC1)NC(=O)C1=C(NC(=C1C)C=O)C (N-(1-benzylpyrrolidin-3-yl)-5-formyl-2,4-dimethyl-1H-pyrrole-3-formamide). Procedure: 1-Ethyl-(3-dimethylaminopropyl) carbodiimide hydrochloride (268.1 g, 1.4 mol), triethylamine (280.0 mL), 5-formyl-2,4-dimethyl-1H-pyrrole-3-formic acid (167.0 g, 1.0 mol) and 1-hydroxybenzotriazole (189.2 g, 1.4 mol) were added to DMF (500 mL) with stirring at about 0° C. and stirred for 1.5 hrs, then 1-benzylpyrrolidine-3-amine (1.2 mol) was added. The reaction was stirred at room temperature until completion was indicated by thin layer chromatography (TLC). 120 mL of water and 100 mL of satura... Reaction SMILES: Cl.C(N=C=NCCCN(C)C)C.[CH:13]([C:15]1[NH:19][C:18]([CH3:20])=[C:17]([C:21]([OH:23])=O)[C:16]=1[CH3:24])=[O:14].ON1C2C=CC=CC=2N=N1.[CH2:35]([N:42]1[CH2:46][CH2:45][CH:44]([NH2:47])[CH2:43]1)[C:36]1[CH:41]=[CH:40][CH:39]=[CH:38][CH:37]=1>O.CN(C=O)C.C(N(CC)CC)C>[CH2:35]([N:42]1[CH2:46][CH2:45][CH:44]([NH:47][C:21]([C:17]2[C:16]([CH3:24])=[C:15]([CH:13]=[O:14])[NH:19][C:18]=2[CH3:20])=[O:23])[CH2:43]1)[C:36]1[CH:37]=[CH:38][CH:39]=[CH:40][CH:41]=1 |f:0.1|. The solvent is CN(C)C=O (DMF), C(C)N(CC)CC (triethylamine), O (water), O (water). Run at temperature 0 celsius. Isolated yield 52.4%. The reactants are COc1ccc(CC(=O)O)cc1CBr, Cl, [Cu+2], O=[N+]([O-])[O-], O=[N+]([O-])[O-], O, O, O, O. The product is COc1ccc(CC(=O)O)cc1C=O. RXN SMILES: [Br:1][CH2:2][c:3]1[cH:4][c:5]([CH2:11][C:12](=[O:13])[OH:14])[cH:6][cH:7][c:8]1[O:9][CH3:10].[ClH:15].[Cu+2:24].[N+:20]([O-:21])([O-:22])=[O:23].[N+:25]([O-:26])([O-:27])=[O:28].[OH2:16].[OH2:17].[OH2:18].[OH2:19]>>[CH:2]([c:3]1[cH:4][c:5]([CH2:11][C:12](=[O:13])[OH:14])[cH:6][cH:7][c:8]1[O:9][CH3:10])=[O:16].